Dataset: the Open Reaction Database (ORD), a public repository of structured organic reaction records. Task: describe an organic reaction: reactants, conditions, products, and yield Reactants: CCOC(C)n1cc(-c2ncnc3c2ccn3COCC[Si](C)(C)C)cn1, C1CCOC1, Cl, [Na+], [OH-], O. The product is C[Si](C)(C)CCOCn1ccc2c(-c3cn[nH]c3)ncnc21. RXN SMILES: [CH2:1]([O:2][CH:3]([CH3:4])[n:6]1[n:7][cH:8][c:9](-[c:11]2[c:12]3[c:13]([n:14][cH:15][n:16]2)[n:17]([CH2:20][O:21][CH2:22][CH2:23][Si:24]([CH3:25])([CH3:26])[CH3:27])[cH:18][cH:19]3)[cH:10]1)[CH3:5].[CH2:31]1[O:32][CH2:33][CH2:34][CH2:35]1.[ClH:28].[Na+:30].[OH-:29].[OH2:36]>>[nH:6]1[n:7][cH:8][c:9](-[c:11]2[c:12]3[c:13]([n:14][cH:15][n:16]2)[n:17]([CH2:20][O:21][CH2:22][CH2:23][Si:24]([CH3:25])([CH3:26])[CH3:27])[cH:18][cH:19]3)[cH:10]1. The reactants are C1(CCCCC1)CCC[C@H](CC(=O)OC(C)(C)C)C1=NC(=NO1)CO (tert-butyl (3R)-6-cyclohexyl-3-[3-(hydroxymethyl)-1,2,4-oxadiazol-5-yl]hexanoate), BrC(C(=O)OCC)C (Ethyl 2-bromopropionate), [H-].[Na+] (sodium hydride), oil. Run in O1CCCC1 (tetrahydrofuran), C(C)(=O)OCC (ethyl acetate), O1CCCC1 (tetrahydrofuran). Conditions: temperature 0 celsius, time 0.5 hour. Product: C1(CCCCC1)CCC[C@H](CC(=O)OC(C)(C)C)C1=NC(=NO1)COC(C(=O)OCC)C (tert-Butyl (3R)-6-cyclohexyl-3-{3-[(2-ethoxy-1-methyl-2-oxoethoxy)methyl]-1,2,4-oxadiazol-5-yl}hexanoate). Isolated yield 60.3%. Reaction SMILES: [H-].[Na+].[CH:3]1([CH2:9][CH2:10][CH2:11][C@@H:12]([C:21]2[O:25][N:24]=[C:23]([CH2:26][OH:27])[N:22]=2)[CH2:13][C:14]([O:16][C:17]([CH3:20])([CH3:19])[CH3:18])=[O:15])[CH2:8][CH2:7][CH2:6][CH2:5][CH2:4]1.Br[CH:29]([CH3:35])[C:30]([O:32][CH2:33][CH3:34])=[O:31]>O1CCCC1.C(OCC)(=O)C>[CH:3]1([CH2:9][CH2:10][CH2:11][C@@H:12]([C:21]2[O:25][N:24]=[C:23]([CH2:26][O:27][CH:29]([CH3:35])[C:30]([O:32][CH2:33][CH3:34])=[O:31])[N:22]=2)[CH2:13][C:14]([O:16][C:17]([CH3:20])([CH3:19])[CH3:18])=[O:15])[CH2:4][CH2:5][CH2:6][CH2:7][CH2:8]1 |f:0.1|. Procedure: A suspension of sodium hydride 60% suspension in mineral oil (18 mg, 0.45 mmol) in anhydrous tetrahydrofuran (1 ml) was cooled to 0° C. and treated with a solution of tert-butyl (3R)-6-cyclohexyl-3-[3-(hydroxymethyl)-1,2,4-oxadiazol-5-yl]hexanoate (Preparation 85) (142 mg, 0.40 mmol) in anhydrous tetrahydrofuran (1 ml) and stirred under a nitrogen atmosphere for 0.5 hours. Ethyl 2-bromopropionate (37 μl, 0.33 mmol) was added and the mixture was stirred for 2 days, being allowed to warm to room t... Reactants: C([O-])([O-])=O.[K+].[K+] (potassium carbonate), C(C)OC(=O)[C@H]1[C@@H](C(=C(C1)C1=NC=C(C=C1)C)C)OC(C)=O ((1R,2S)-Ethyl-2-acetoxy-3-methyl-4-(5-methylpyridin-2-yl)cyclopent-3-enecarboxylate). Run in C(C)O (ethanol). Run at time 12 hour. The product is C(C)OC(=O)[C@H]1[C@@H](C(=C(C1)C1=NC=C(C=C1)C)C)O ((1R,2S)-Ethyl-2-hydroxy-3-methyl-4-(5-methylpyridin-2-yl)cyclopent-3-enecarboxylate). Isolated yield 93.9%. Reaction SMILES: C(=O)([O-])[O-].[K+].[K+].[CH2:7]([O:9][C:10]([C@@H:12]1[CH2:16][C:15]([C:17]2[CH:22]=[CH:21][C:20]([CH3:23])=[CH:19][N:18]=2)=[C:14]([CH3:24])[C@H:13]1[O:25]C(=O)C)=[O:11])[CH3:8]>C(O)C>[CH2:7]([O:9][C:10]([C@@H:12]1[CH2:16][C:15]([C:17]2[CH:22]=[CH:21][C:20]([CH3:23])=[CH:19][N:18]=2)=[C:14]([CH3:24])[C@H:13]1[OH:25])=[O:11])[CH3:8] |f:0.1.2|. Procedure: Anhydrous potassium carbonate (45.6 mg, 0.33 mmol) was added to a solution of 92 (100 mg, 0.33 mmol) in dry ethanol (2.8 ml) at 0° C. and the solution was stirred at room temperature for 12 hr. Ethanol was removed under reduced pressure and the residue was dissolved in methylene chloride and washed with saturated aqueous solution of ammonium chloride. The organic phase was dried over anhydrous sodium sulfate and the solvent was removed in vacuo. The residue was purified by flash column chromatog... Reactants: CC(=O)N(Cc1cc(C(F)(F)F)cc(C(F)(F)F)c1)C1CCCN(C(=O)OC(C)C)c2cc(N)ccc21, CC(=O)N(Cc1cc(C(F)(F)F)cc(C(F)(F)F)c1)C1CCCN(C(=O)OC(C)C)c2cc(C)c(Br)cc21. Product: CC(=O)N(Cc1cc(C(F)(F)F)cc(C(F)(F)F)c1)C1CCCN(C(=O)OC(C)C)c2cc(C)c(N)cc21. RXN SMILES: [C:39]([N:42]([CH2:40][c:41]1[cH:43][c:44]([C:45]([F:46])([F:47])[F:48])[cH:49][c:50]([C:51]([F:52])([F:53])[F:54])[cH:55]1)[CH:56]1[CH2:57][CH2:58][CH2:59][N:60]([C:61]([O:62][CH:63]([CH3:64])[CH3:65])=[O:66])[c:67]2[cH:68][c:69]([NH2:70])[cH:71][cH:72][c:73]21)(=[O:74])[CH3:75].[CH:1]([CH3:2])([CH3:3])[O:4][C:5](=[O:6])[N:7]1[c:8]2[c:9]([cH:33][c:34]([Br:38])[c:35]([CH3:37])[cH:36]2)[CH:10]([N:14]([CH2:15][c:16]2[cH:17][c:18]([C:26]([F:27])([F:28])[F:29])[cH:19][c:20]([C:22]([F:23])([F:24])[F:25])[cH:21]2)[C:30]([CH3:31])=[O:32])[CH2:11][CH2:12][CH2:13]1>>[CH:1]([CH3:2])([CH3:3])[O:4][C:5](=[O:6])[N:7]1[c:8]2[c:9]([cH:33][c:34]([NH2:42])[c:35]([CH3:37])[cH:36]2)[CH:10]([N:14]([CH2:15][c:16]2[cH:17][c:18]([C:26]([F:27])([F:28])[F:29])[cH:19][c:20]([C:22]([F:23])([F:24])[F:25])[cH:21]2)[C:30]([CH3:31])=[O:32])[CH2:11][CH2:12][CH2:13]1. The reactants are FC(C=1C=C(C=CC1)NC(=O)N)(F)F (N-[3-(trifluoromethyl)phenyl]urea), Cl (hydrochloric acid), ClC1=CC=C(C=O)C=C1 (4-chlorobenzaldehyde), O=C(CC(=O)OCC)C (ethyl 3-oxobutanoate). Solvent: C1CCOC1 (THF). Product: ClC1=CC=C(C=C1)C1NC(N(C(=C1C(=O)OCC)C)C1=CC(=CC=C1)C(F)(F)F)=O (Ethyl 4-(4-chlorophenyl)-6-methyl-2-oxo-1-[3-(trifluoromethyl)phenyl]-1,2,3,4-tetrahydro-5-pyrimidinecarboxylate). RXN SMILES: [F:1][C:2]([F:14])([F:13])[C:3]1[CH:4]=[C:5]([NH:9][C:10]([NH2:12])=[O:11])[CH:6]=[CH:7][CH:8]=1.[Cl:15][C:16]1[CH:23]=[CH:22][C:19]([CH:20]=O)=[CH:18][CH:17]=1.O=[C:25]([CH3:32])[CH2:26][C:27]([O:29][CH2:30][CH3:31])=[O:28].Cl>C1COCC1>[Cl:15][C:16]1[CH:23]=[CH:22][C:19]([CH:20]2[C:26]([C:27]([O:29][CH2:30][CH3:31])=[O:28])=[C:25]([CH3:32])[N:9]([C:5]3[CH:6]=[CH:7][CH:8]=[C:3]([C:2]([F:13])([F:14])[F:1])[CH:4]=3)[C:10](=[O:11])[NH:12]2)=[CH:18][CH:17]=1. Procedure details: 204 mg (1.0 mmol) N-[3-(trifluoromethyl)phenyl]urea, 108 mg (0.77 mmol) 4-chlorobenzaldehyde and 100 mg (0.77 mmol) ethyl 3-oxobutanoate are suspended in 2 ml of THF, and catalytic amounts of concentrated hydrochloric acid are added. The mixture is stirred at reflux for 18 hours. After cooling down to room temperature, the solvent is removed in vacuo and the residue is purified by column chromatography on silica with cyclohexane/ethyl acetate as eluent. Starting materials: CCOP(=O)(OCC)C(CC=C(C)CCC=C(C)CCC=C(C)C)O[Si](C)(C)C(C)(C)C, C1CCOC1, CCCC[N+](CCCC)(CCCC)CCCC, [F-]. Yields the product CCOP(=O)(OCC)C(O)CC=C(C)CCC=C(C)CCC=C(C)C. As a reaction SMILES: [C:1]([Si:2]([CH3:3])([CH3:4])[O:6][CH:7]([CH2:8][CH:9]=[C:10]([CH2:11][CH2:12][CH:13]=[C:14]([CH2:15][CH2:16][CH:17]=[C:18]([CH3:19])[CH3:20])[CH3:21])[CH3:22])[P:23]([O:24][CH2:25][CH3:26])([O:27][CH2:28][CH3:29])=[O:30])([CH3:5])([CH3:31])[CH3:32].[CH2:51]1[O:52][CH2:53][CH2:54][CH2:55]1.[CH3:34][CH2:35][CH2:36][CH2:37][N+:38]([CH2:39][CH2:40][CH2:41][CH3:42])([CH2:43][CH2:44][CH2:45][CH3:46])[CH2:47][CH2:48][CH2:49][CH3:50].[F-:33]>>[OH:6][CH:7]([CH2:8][CH:9]=[C:10]([CH2:11][CH2:12][CH:13]=[C:14]([CH2:15][CH2:16][CH:17]=[C:18]([CH3:19])[CH3:20])[CH3:21])[CH3:22])[P:23]([O:24][CH2:25][CH3:26])([O:27][CH2:28][CH3:29])=[O:30]. The reactants are solution, C(C)(C)[N-]C(C)C.[Li+] (lithium diisopropylamide), [OH-].[Na+] (sodium hydroxide), C(C=C)OC(COC1=CC(=C(C=C1)Cl)Cl)=O ((3,4-dichloro-phenoxy)-acetic acid allyl ester), Cl[Si](C)(C)C (chlortrimethylsilane), ClC=1C=C(OCC(=O)O)C=CC1Cl ((3,4-dichloro-phenoxy)-acetic acid). Solvent: O1CCCC1 (tetrahydrofuran), O1CCCC1 (tetrahydrofuran), O1CCCC1 (tetrahydrofuran), C(C)N(CC)CC (triethylamine). Run at temperature -100 celsius, time 1 hour. The product is ClC=1C=C(OC(C(=O)O)CC=C)C=CC1Cl (2-(3,4-Dichloro-phenoxy)-pent-4-enoic acid). As a reaction SMILES: [CH:1]([N-]C(C)C)([CH3:3])[CH3:2].[Li+].C([O:12][C:13](=[O:24])[CH2:14][O:15][C:16]1[CH:21]=[CH:20][C:19]([Cl:22])=[C:18]([Cl:23])[CH:17]=1)C=C.Cl[Si](C)(C)C.[OH-].[Na+].ClC1C=C(C=CC=1Cl)OCC(O)=O>O1CCCC1.C(N(CC)CC)C>[Cl:23][C:18]1[CH:17]=[C:16]([CH:21]=[CH:20][C:19]=1[Cl:22])[O:15][CH:14]([CH2:3][CH:1]=[CH2:2])[C:13]([OH:12])=[O:24] |f:0.1,4.5|. Reported procedure: To a stirred solution of anhydrous tetrahydrofuran (100 cm3) cooled to −100° C. in an ethyl ether/liquid nitrogen bath under an atmosphere of dry nitrogen was added a 2M solution of lithium diisopropylamide (6.30 cm3, 12.7 mmol) in tetrahydrofuran followed by dropwise addition at −100° C. of a solution of (3,4-dichloro-phenoxy)-acetic acid allyl ester (3.00 g, 11.5 mmol) in anhydrous tetrahydrofuran (15 cm3) over 5 minutes. The solution was stirred at −100° C. for 1 hour and the supernatant (3.3... Starting materials: BrC1=CC=C(C2=CC=CC=C12)S(=O)(=O)N1[C@@H](CN(CC1)C1=C(C=C(C=C1)F)C(F)(F)F)C ((2R)-1-[(4-bromo-1-naphthyl)sulfonyl]-4-[4-fluoro-2-(trifluoromethyl)phenyl]-2-methylpiperazine), C(C)(C)(C)OC(=O)N1CCN(CC1)C (4-methyl-piperazine-1-carboxylic acid tert-butyl ester), tris(dibenzylidineacetone)dipalladium (0), CC(C)([O-])C.[Na+] (sodium tert-butoxide), C1(=CC=CC=C1)C (Toluene). Reagents/catalysts: C1(=CC=CC=C1)P(C1=C(C2=CC=CC=C2C=C1)C1=C(C=CC2=CC=CC=C12)P(C1=CC=CC=C1)C1=CC=CC=C1)C1=CC=CC=C1 (rac-2,2′-bis(diphenylphosphino)-1,1′-binaphtyl). Run in ClCCl (dichloromethane). Yields the product FC1=CC(=C(C=C1)N1C[C@H](N(CC1)S(=O)(=O)C1=CC=C(C2=CC=CC=C12)N1CCN(CC1)C(=O)OC(C)(C)C)C)C(F)(F)F (tert-butyl 4-[4-({(2R)-4-[4-fluoro-2-(trifluoromethyl)phenyl]-2-methylpiperazin-1-yl}sulfonyl)-1-naphthyl]piperazine-1-carboxylate). Yield: 66.9%. RXN SMILES: Br[C:2]1[C:11]2[C:6](=[CH:7][CH:8]=[CH:9][CH:10]=2)[C:5]([S:12]([N:15]2[CH2:20][CH2:19][N:18]([C:21]3[CH:26]=[CH:25][C:24]([F:27])=[CH:23][C:22]=3[C:28]([F:31])([F:30])[F:29])[CH2:17][C@H:16]2[CH3:32])(=[O:14])=[O:13])=[CH:4][CH:3]=1.[C:33]([O:37][C:38]([N:40]1[CH2:45][CH2:44][N:43](C)[CH2:42][CH2:41]1)=[O:39])([CH3:36])([CH3:35])[CH3:34].CC(C)([O-])C.[Na+].C1(C)C=CC=CC=1>ClCCl.C1(P(C2C=CC=CC=2)C2C=CC3C(=CC=CC=3)C=2C2C3C(=CC=CC=3)C=CC=2P(C2C=CC=CC=2)C2C=CC=CC=2)C=CC=CC=1>[F:27][C:24]1[CH:25]=[CH:26][C:21]([N:18]2[CH2:19][CH2:20][N:15]([S:12]([C:5]3[C:6]4[C:11](=[CH:10][CH:9]=[CH:8][CH:7]=4)[C:2]([N:43]4[CH2:42][CH2:41][N:40]([C:38]([O:37][C:33]([CH3:36])([CH3:35])[CH3:34])=[O:39])[CH2:45][CH2:44]4)=[CH:3][CH:4]=3)(=[O:14])=[O:13])[C@H:16]([CH3:32])[CH2:17]2)=[C:22]([C:28]([F:31])([F:30])[F:29])[CH:23]=1 |f:2.3|. Procedure details: A mixture of (2R)-1-[(4-bromo-1-naphthyl)sulfonyl]-4-[4-fluoro-2-(trifluoromethyl)phenyl]-2-methylpiperazine (250 mg, 0.47 mmol), 4-methyl-piperazine-1-carboxylic acid tert-butyl ester (175.1 mg, 0.94 mmol), tris(dibenzylidineacetone)dipalladium (0) (4.3 mg, 0.0047 mmol), rac-2,2′-bis(diphenylphosphino)-1,1′-binaphtyl (8.78 mg, 0.014 mmol) and sodium tert-butoxide (56.5 mg, 0.59 mmol) were charged to a microwave vial. Toluene (3.0 mL) was introduced under nitrogen atmosphere and the reaction mix... As a reaction SMILES: [CH2:11]([CH3:12])[O:13][c:14]1[cH:15][c:16]2[c:17]([N:33]3[CH2:34][CH2:35][CH:36]([n:39]4[c:40](=[O:52])[n:41]([CH3:51])[c:42]5[cH:43][cH:44][c:45]([CH3:50])[cH:46][c:47]5[c:48]4=[O:49])[CH2:37][CH2:38]3)[n:18][c:19]([N:27]3[CH2:28][CH2:29][O:30][CH2:31][CH2:32]3)[n:20][c:21]2[cH:22][c:23]1[O:24][CH2:25][CH3:26].[ClH:10].[ClH:53].[H-:1].[Na+:2].[O:54]=[CH:55][N:56]([CH3:57])[CH3:58].[OH2:59].[SH:3][c:4]1[cH:5][cH:6][cH:7][cH:8][cH:9]1>>[CH2:11]([CH3:12])[O:13][c:14]1[cH:15][c:16]2[c:17]([N:33]3[CH2:34][CH2:35][CH:36]([n:39]4[c:40](=[O:52])[n:41]([CH3:51])[c:42]5[cH:43][cH:44][c:45]([CH3:50])[cH:46][c:47]5[c:48]4=[O:49])[CH2:37][CH2:38]3)[n:18][c:19]([N:27]3[CH2:28][CH2:29][O:30][CH2:31][CH2:32]3)[n:20][c:21]2[cH:22][c:23]1[OH:24]. Product: CCOc1cc2c(N3CCC(n4c(=O)c5cc(C)ccc5n(C)c4=O)CC3)nc(N3CCOCC3)nc2cc1O. Starting materials: CCOc1cc2nc(N3CCOCC3)nc(N3CCC(n4c(=O)c5cc(C)ccc5n(C)c4=O)CC3)c2cc1OCC, Cl, Cl, [H-], [Na+], CN(C)C=O, O, Sc1ccccc1.